This data is from the Open Reaction Database (ORD), a public repository of structured organic reaction records. The task is: describe an organic reaction: reactants, conditions, products, and yield Starting materials: BrC1=C(C=2N(C=C1)C(NN2)=O)I (7-bromo-8-iodo-[1,2,4]triazolo[4,3-a]pyridin-3(2H)-one), C(=O)([O-])[O-].[K+].[K+] (K2CO3), ICC(C)C (1-iodo-2-methylpropane). Run in CN(C)C=O (DMF). Reaction conditions: temperature 80 celsius, time 3 hour. Product: BrC1=C(C=2N(C=C1)C(N(N2)CC(C)C)=O)I (7-bromo-8-iodo-2-isobutyl-[1,2,4]triazolo[4,3-a]pyridin-3(2H)-one). Yield: 89.8%. RXN SMILES: [Br:1][C:2]1[CH:7]=[CH:6][N:5]2[C:8](=[O:11])[NH:9][N:10]=[C:4]2[C:3]=1[I:12].C([O-])([O-])=O.[K+].[K+].I[CH2:20][CH:21]([CH3:23])[CH3:22]>CN(C=O)C>[Br:1][C:2]1[CH:7]=[CH:6][N:5]2[C:8](=[O:11])[N:9]([CH2:20][CH:21]([CH3:23])[CH3:22])[N:10]=[C:4]2[C:3]=1[I:12] |f:1.2.3|. Procedure: To a stirring solution of 7-bromo-8-iodo-[1,2,4]triazolo[4,3-a]pyridin-3(2H)-one (2.0 g, 5.9 mmol) in 20 mL DMF at 20° C. was added K2CO3 (1.6 g, 11.8 mmol), followed by addition of 1-iodo-2-methylpropane (2.2 g, 11.8 mmol). The resulting reaction mixture was stirred at 80° C. for 3 h. Analysis by HPLC/MS indicated that starting material had been entirely consumed. The reaction mixture was brought to room temperature, diluted with water, and extracted with diethyl ether and EtOAc. The combined o... Reactants: CCO, O=C=NCCCl, Nc1ccc2cn[nH]c2c1. The product is O=C(NCCCl)Nc1ccc2cn[nH]c2c1. As a reaction SMILES: [CH3:17][CH2:18][OH:19].[Cl:11][CH2:12][CH2:13][N:14]=[C:15]=[O:16].[NH2:1][c:2]1[cH:3][cH:4][c:5]2[cH:6][n:7][nH:8][c:9]2[cH:10]1>>[NH:1]([c:2]1[cH:3][cH:4][c:5]2[cH:6][n:7][nH:8][c:9]2[cH:10]1)[C:15]([NH:14][CH2:13][CH2:12][Cl:11])=[O:16]. Yields the product C(C)(C)(C)OC([C@@H]([C@H](CCCCCC)O)CCCCC)=O ((2R,3S)-3-hydroxy-2-pentylnonanoic acid t-butyl ester). RXN SMILES: [C:1]([O:5][C:6](=[O:29])[C@H:7]([CH2:24][CH2:25][CH2:26][CH2:27][CH3:28])[C@@H:8]([O:15]C(=O)C1C=CC=CC=1)[CH2:9][CH2:10][CH2:11][CH2:12][CH2:13][CH3:14])([CH3:4])([CH3:3])[CH3:2].CCCC[Sn](O[Sn](CCCC)(CCCC)CCCC)(CCCC)CCCC>C1(C)C=CC=CC=1>[C:1]([O:5][C:6](=[O:29])[C@H:7]([CH2:24][CH2:25][CH2:26][CH2:27][CH3:28])[C@@H:8]([OH:15])[CH2:9][CH2:10][CH2:11][CH2:12][CH2:13][CH3:14])([CH3:3])([CH3:4])[CH3:2]. Isolated yield 54.5%. Solvent: C1(=CC=CC=C1)C (toluene). Procedure: The (2R,3S)-3-benzoyloxy-2-pentylnonanoic acid t-butyl ester (1.24 g, 3.06 mmol) obtained in Production Example C-7-1 was dissolved in anhydrous toluene (4 ml), and then tributyltin oxide (2.34 g, 3.92 mmol) was added thereto to be refluxed with heating. Then, 39 hours later, distilled water was added to the reaction mixture, and extracted 3 times with diethyl ether. The resulting organic layer was dried with anhydrous magnesium sulfate, filtered, and condensed. The obtained residue was purified... The reactants are C(C)(C)(C)OC([C@@H]([C@H](CCCCCC)OC(C1=CC=CC=C1)=O)CCCCC)=O ((2R,3S)-3-benzoyloxy-2-pentylnonanoic acid t-butyl ester), CCCC[Sn](CCCC)(CCCC)O[Sn](CCCC)(CCCC)CCCC (tributyltin oxide).